This data is from the Open Reaction Database (ORD), a public repository of structured organic reaction records. The task is: describe an organic reaction: reactants, conditions, products, and yield The reactants are NC1=NC=CC=C1OCC1=CC=CC=C1 (2-amino-3-benzyloxypyridine), [N+](#[C-])CC(=O)OC (methyl isocyanoacetate), Cl(=O)(=O)(=O)O (perchloric acid). Solvent: C(Cl)Cl (DCM). Product: COC(CNC1=C(N=C2N1C=CC=C2OCC2=CC=CC=C2)C2CCCCC2)=O ((8-benzyloxy-2-cyclohexylimidazo[1,2-a]pyridin-3-ylamino)-acetic acid methyl ester). RXN SMILES: [NH2:1][C:2]1[C:7]([O:8][CH2:9][C:10]2[CH:15]=[CH:14][CH:13]=[CH:12][CH:11]=2)=[CH:6][CH:5]=[CH:4][N:3]=1.[N+:16]([CH2:18][C:19]([O:21][CH3:22])=[O:20])#[C-:17].Cl(O)(=O)(=O)=O>C(Cl)Cl>[CH3:22][O:21][C:19](=[O:20])[CH2:18][NH:16][C:17]1[N:3]2[CH:4]=[CH:5][CH:6]=[C:7]([O:8][CH2:9][C:10]3[CH:11]=[CH:12][CH:13]=[CH:14][CH:15]=3)[C:2]2=[N:1][C:9]=1[CH:10]1[CH2:15][CH2:14][CH2:13][CH2:12][CH2:11]1. Reported procedure: Compound (30) was prepared according to the general synthesis instructions from 1.0 ml of 2-amino-3-benzyloxypyridine solution (0.1 M, DCM), 0.575 ml of methyl isocyanoacetate solution (0.2 M, DCM), 0.500 ml of cyclohexylcarbaldehyde solution (0.3 M, DCM), and 10 μl of perchloric acid (w=20%).